describe an organic reaction: reactants, conditions, products, and yield From a dataset of the Open Reaction Database (ORD), a public repository of structured organic reaction records. Reactants: C(C=C)[C@@]1(C(N([C@@H]([C@H](C1)C1=CC(=CC=C1)Cl)C1=CC=C(C=C1)Cl)[C@H](CC=O)CC)=O)C ((S)-3-((3S,5R,6S)-3-allyl-5-(3-chlorophenyl)-6-(4-chlorophenyl)-3-methyl-2-oxopiperidin-1-yl)pentanal), FC(CN)(F)F (2,2,2-trifluoroethylamine), C(C)(=O)O[BH-](OC(C)=O)OC(C)=O.[Na+] (sodium triacetoxyborohydride). The solvent is C(CCl)Cl (ClCH2CH2Cl). Run at time 8 hour. Yields the product C(C=C)[C@@]1(C(N([C@@H]([C@H](C1)C1=CC(=CC=C1)Cl)C1=CC=C(C=C1)Cl)[C@H](CNCC(F)(F)F)CC)=O)C ((3S,5R,6S)-3-allyl-5-(3-chlorophenyl)-6-(4-chlorophenyl)-3-methyl-1-((S)-1-((2,2,2-trifluoroethyl)amino)butan-2-yl)piperidin-2-one). RXN SMILES: [CH2:1]([C@@:4]1([CH3:31])[CH2:9][C@H:8]([C:10]2[CH:15]=[CH:14][CH:13]=[C:12]([Cl:16])[CH:11]=2)[C@@H:7]([C:17]2[CH:22]=[CH:21][C:20]([Cl:23])=[CH:19][CH:18]=2)[N:6]([C@@H:24]([CH2:28]C)[CH2:25][CH:26]=O)[C:5]1=[O:30])[CH:2]=[CH2:3].[F:32][C:33]([F:37])([F:36])[CH2:34][NH2:35].C(O[BH-](OC(=O)C)OC(=O)C)(=O)C.[Na+]>C(Cl)CCl>[CH2:1]([C@@:4]1([CH3:31])[CH2:9][C@H:8]([C:10]2[CH:15]=[CH:14][CH:13]=[C:12]([Cl:16])[CH:11]=2)[C@@H:7]([C:17]2[CH:22]=[CH:21][C:20]([Cl:23])=[CH:19][CH:18]=2)[N:6]([C@@H:24]([CH2:25][CH3:26])[CH2:28][NH:35][CH2:34][C:33]([F:37])([F:36])[F:32])[C:5]1=[O:30])[CH:2]=[CH2:3] |f:2.3|. Reported procedure: To a solution of (S)-2-((3S,5R,6S)-3-allyl-5-(3-chlorophenyl)-6-(4-chlorophenyl)-3-methyl-2-oxopiperidin-1-yl)butanal (104 mg, 0.234 mmol; Example 130, Step A) in ClCH2CH2Cl (3.9 mL) was added 2,2,2-trifluoroethylamine (74 μL, 0.94 mmol) and sodium triacetoxyborohydride (248 mg, 1.17 mmol) at rt. After being stirred at rt overnight, the reaction was quenched (sat aq. NaHCO3), extracted (2×EtOAc), and washed (sat. aq. NaCl solution). The combined organic layers were dried (Na2SO4) and concentrate... The reactants are CCN(CC)C(=O)Cl, CC(CN)c1ccc(-c2ccsc2)cc1. Yields the product CCN(CC)C(=O)NCC(C)c1ccc(-c2ccsc2)cc1. As a reaction SMILES: [CH2:16]([CH3:17])[N:18]([C:19](=[O:20])[Cl:21])[CH2:22][CH3:23].[s:1]1[cH:2][c:3](-[c:6]2[cH:7][cH:8][c:9]([CH:12]([CH2:13][NH2:14])[CH3:15])[cH:10][cH:11]2)[cH:4][cH:5]1>>[s:1]1[cH:2][c:3](-[c:6]2[cH:7][cH:8][c:9]([CH:12]([CH2:13][NH:14][C:19]([N:18]([CH2:16][CH3:17])[CH2:22][CH3:23])=[O:20])[CH3:15])[cH:10][cH:11]2)[cH:4][cH:5]1. The reactants are 3S, ClC1=CC=C2C(=C1)NC(C21C(NC(CC1C1=C(C=CC(=C1)Cl)OC(C)(C)C(=O)OC)=O)C1=C(C=CC(=C1F)F)C)=O (6-chloro-4′-[5-chloro-2-(1-methoxycarbonyl-1-methyl-ethoxy)-phenyl]-2′-(5,6-difluoro-2-methyl-phenyl) spiro[3H-indole-3,3′-piperidine]-2,6′(1H)-dione), P12(=S)SP3(=S)SP(=S)(S1)SP(=S)(S2)S3 (P2S5). Solvent: C1CCOC1 (THF), C1(=CC=CC=C1)C (toluene). Reaction conditions: temperature 50 celsius. Product: ClC1=CC=C2C(=C1)NC(C21C(NC(CC1C1=C(C=CC(=C1)Cl)OC(C)(C)C(=O)OC)=S)C1=C(C=CC(=C1F)F)C)=O (6-chloro-4′-[5-chloro-2-(1-methoxycarbonyl-1-methyl-ethoxy)-phenyl]-2′-(5,6-difluoro-2-methyl-phenyl)-6′-thioxo spiro[3H-indole-3,3′-piperidine]-2(1H)-one). The yield is 91.6%. RXN SMILES: [Cl:1][C:2]1[CH:7]=[C:6]2[NH:8][C:9](=[O:41])[C:10]3([CH:15]([C:16]4[CH:21]=[C:20]([Cl:22])[CH:19]=[CH:18][C:17]=4[O:23][C:24]([C:27]([O:29][CH3:30])=[O:28])([CH3:26])[CH3:25])[CH2:14][C:13](=O)[NH:12][CH:11]3[C:32]3[C:37]([F:38])=[C:36]([F:39])[CH:35]=[CH:34][C:33]=3[CH3:40])[C:5]2=[CH:4][CH:3]=1.P12(SP3(SP(SP(S3)(S1)=S)(=S)S2)=S)=[S:43]>C1COCC1.C1(C)C=CC=CC=1>[Cl:1][C:2]1[CH:7]=[C:6]2[NH:8][C:9](=[O:41])[C:10]3([CH:15]([C:16]4[CH:21]=[C:20]([Cl:22])[CH:19]=[CH:18][C:17]=4[O:23][C:24]([C:27]([O:29][CH3:30])=[O:28])([CH3:26])[CH3:25])[CH2:14][C:13](=[S:43])[NH:12][CH:11]3[C:32]3[C:37]([F:38])=[C:36]([F:39])[CH:35]=[CH:34][C:33]=3[CH3:40])[C:5]2=[CH:4][CH:3]=1. Procedure details: A mixture of racemic (2′S, 3S, 4′R)-6-chloro-4′-[5-chloro-2-(1-methoxycarbonyl-1-methyl-ethoxy)-phenyl]-2′-(5,6-difluoro-2-methyl-phenyl) spiro[3H-indole-3,3′-piperidine]-2,6′(1H)-dione (40 mg, 0.067 mmol) and P2S5 (45 mg, 0.20 mmol) in THF (2 mL) was heated at 50° C. for 2 h, and then diluted with toluene (10 mL). The mixture was concentrated in vacuo and the residue was washed with DCM twice. The DCM layers were combined and concentrated. The residue was purified by flash chromatography to giv...